This data is from the Open Reaction Database (ORD), a public repository of structured organic reaction records. The task is: describe an organic reaction: reactants, conditions, products, and yield Reactants: ice water, C(C(=C)C)(=O)Cl (methacryloyl chloride), [N+](=O)([O-])C1=CC=C(N)C=C1 (4-nitro aniline), C(=O)([O-])[O-].[Na+].[Na+] (Na2CO3). Solvent: CC(=O)C (acetone). Conditions: time 30 minute. Yields the product CC(C(=O)NC1=CC=C(C=C1)[N+](=O)[O-])=C (2-methyl-N-(4-nitro phenyl) acrylamide). The yield is 92.4%. As a reaction SMILES: [C:1](Cl)(=[O:5])[C:2]([CH3:4])=[CH2:3].[N+:7]([C:10]1[CH:16]=[CH:15][C:13]([NH2:14])=[CH:12][CH:11]=1)([O-:9])=[O:8].C([O-])([O-])=O.[Na+].[Na+]>CC(C)=O>[CH3:4][C:2](=[CH2:3])[C:1]([NH:14][C:13]1[CH:15]=[CH:16][C:10]([N+:7]([O-:9])=[O:8])=[CH:11][CH:12]=1)=[O:5] |f:2.3.4|. Procedure: 275 ml of methacryloyl chloride (2.75 mol=1.1 equiv.) was added dropwise to a cooled suspension of 345 g of 4-nitro aniline (2.5 mol) and 290 g of Na2CO3 (2.75 mol =1.1 equiv.) in 2.5 liter acetone. After completing the addition, stirring was continued for 30 min at 30° C. After TLC inspection the reaction mixture was poured into 15 liter of ice-water under stirring. The precipitate was suction-filtered and washed 3 times with 2.5 liter of demineralised water. After drying at 50° C., 476.5 g of ... Starting materials: C(C1=C(C(=CC(=C1)C)C(C)(C)C)O)C1=C(C(=CC(=C1)C)C(C)(C)C)O (2,2'-methylenebis(6-tert-butyl-4-methylphenol)), C(C=C)(=O)Cl (acryloyl chloride), Cl (hydrochloric acid). Solvent: C1(=CC=CC=C1)C (toluene), C(C)N(CC)CC (triethylamine), C(C)N(CC)CC (triethylamine). Run at time 1 hour. Yields the product C(C=C)(=O)OC1=C(C=C(C=C1C(C)(C)C)C)CC1=C(C(=CC(=C1)C)C(C)(C)C)O (2,2'-methylenebis(6-tert-butyl-4-methylphenol) monoacrylate). The yield is 94.7%. As a reaction SMILES: [CH2:1]([C:14]1[CH:19]=[C:18]([CH3:20])[CH:17]=[C:16]([C:21]([CH3:24])([CH3:23])[CH3:22])[C:15]=1[OH:25])[C:2]1[CH:7]=[C:6]([CH3:8])[CH:5]=[C:4]([C:9]([CH3:12])([CH3:11])[CH3:10])[C:3]=1[OH:13].[C:26](Cl)(=[O:29])[CH:27]=[CH2:28].Cl>C(N(CC)CC)C.C1(C)C=CC=CC=1>[C:26]([O:25][C:15]1[C:16]([C:21]([CH3:24])([CH3:23])[CH3:22])=[CH:17][C:18]([CH3:20])=[CH:19][C:14]=1[CH2:1][C:2]1[CH:7]=[C:6]([CH3:8])[CH:5]=[C:4]([C:9]([CH3:12])([CH3:11])[CH3:10])[C:3]=1[OH:13])(=[O:29])[CH:27]=[CH2:28]. Reported procedure: To a 500-ml four-necked flask equipped with a thermometer, stirring apparatus, condenser and dropping funnel were added 82.0 g (0.241 mole) of 2,2'-methylenebis(6-tert-butyl-4-methylphenol), 200 g of toluene and 23.9 g (0.290 mole) of triethylamine. After replacing the air in the container with nitrogen, 25 g (0.276 mole) of acryloyl chloride was added dropwise with stirring. After completion of the dropwise addition, stirring was continued for 1 hour, excess triethylamine was neutralized with a... Starting materials: BrC1=CC=C2C(C(=CN(C2=C1)CC)C(=O)OCC)=O (ethyl 7-bromo-1,4-dihydro-1-ethyl-4-oxo-3-quinolinecarboxylate), C(Cl)(Cl)Cl.CCO (CHCl3 EtOH), C[Sn](C=1C=NC=CC1)(C)C (3-trimethylstannylpyridine), CN(P(=O)(N(C)C)N(C)C)C (hexamethylphosphoramide). The reagents and catalysts are Cl[Pd]([P](C1=CC=CC=C1)(C2=CC=CC=C2)C3=CC=CC=C3)([P](C4=CC=CC=C4)(C5=CC=CC=C5)C6=CC=CC=C6)Cl (dichlorobis(triphenylphosphine)palladium). Solvent: O1CCOCC1 (dioxane). Product: C(C)N1C=C(C(C2=CC=C(C=C12)C=1C=NC=CC1)=O)C(=O)OCC (ethyl 1,4-dihydro-1-ethyl-7-(3-pyridinyl)4-oxo-3-quinolinecarboxylate). Yield: 56.3%. RXN SMILES: Br[C:2]1[CH:11]=[C:10]2[C:5]([C:6](=[O:19])[C:7]([C:14]([O:16][CH2:17][CH3:18])=[O:15])=[CH:8][N:9]2[CH2:12][CH3:13])=[CH:4][CH:3]=1.C[Sn](C)(C)[C:22]1[CH:23]=[N:24][CH:25]=[CH:26][CH:27]=1.CN(C)P(N(C)C)(N(C)C)=O.C(Cl)(Cl)Cl.CCO>O1CCOCC1.Cl[Pd](Cl)([P](C1C=CC=CC=1)(C1C=CC=CC=1)C1C=CC=CC=1)[P](C1C=CC=CC=1)(C1C=CC=CC=1)C1C=CC=CC=1>[CH2:12]([N:9]1[C:10]2[C:5](=[CH:4][CH:3]=[C:2]([C:22]3[CH:23]=[N:24][CH:25]=[CH:26][CH:27]=3)[CH:11]=2)[C:6](=[O:19])[C:7]([C:14]([O:16][CH2:17][CH3:18])=[O:15])=[CH:8]1)[CH3:13] |f:3.4,^1:56,75|. Reported procedure: A suspension of 10.0 g ethyl 7-bromo-1,4-dihydro-1-ethyl-4-oxo-3-quinolinecarboxylate (U.S. Pat. No. 3,753,993), 0.64 g dichlorobis(triphenylphosphine)palladium, 10.9 g 3-trimethylstannylpyridine and 6.5 ml hexamethylphosphoramide in 40 ml dioxane was heated at reflux under nitrogen for 48 hrs. The reaction mixture was filtered through neutral alumina, eluted with chloroform, washed with water, and dried over potassium carbonate. The solid product obtained by concentration in vacuo was subjected... Reactants: BrC1=C(C2=C(N(C(N(C2=O)CCCO)=O)C)S1)C (6-bromo-3-(3-hydroxypropyl)-1,5-dimethylthieno[2,3-d]pyrimidine-2,4(1H,3H)-dione), ClC=1C=C(C=CC1Cl)B(O)O (3,4-dichlorophenylboronic acid), [O-]P(=O)([O-])[O-].[K+].[K+].[K+] (K3PO4). The reagents and catalysts are C=1C=CC(=CC1)[P](C=2C=CC=CC2)(C=3C=CC=CC3)[Pd]([P](C=4C=CC=CC4)(C=5C=CC=CC5)C=6C=CC=CC6)([P](C=7C=CC=CC7)(C=8C=CC=CC8)C=9C=CC=CC9)[P](C=1C=CC=CC1)(C=1C=CC=CC1)C=1C=CC=CC1 (Pd(PPh3)4). The solvent is O1CCOCC1 (dioxane), CC(OCC)=O (EA). Reaction conditions: temperature 85 celsius. Product: ClC=1C=C(C=CC1Cl)C1=C(C2=C(N(C(N(C2=O)CCCO)=O)C)S1)C (6-(3,4-dichlorophenyl)-3-(3-hydroxypropyl)-1,5-dimethylthieno[2,3-d]pyrimidine-2,4(1H,3H)-dione). The yield is 25.0%. RXN SMILES: Br[C:2]1[S:17][C:5]2[N:6]([CH3:16])[C:7](=[O:15])[N:8]([CH2:11][CH2:12][CH2:13][OH:14])[C:9](=[O:10])[C:4]=2[C:3]=1[CH3:18].[Cl:19][C:20]1[CH:21]=[C:22](B(O)O)[CH:23]=[CH:24][C:25]=1[Cl:26].[O-]P([O-])([O-])=O.[K+].[K+].[K+]>O1CCOCC1.CC(=O)OCC.C1C=CC([P]([Pd]([P](C2C=CC=CC=2)(C2C=CC=CC=2)C2C=CC=CC=2)([P](C2C=CC=CC=2)(C2C=CC=CC=2)C2C=CC=CC=2)[P](C2C=CC=CC=2)(C2C=CC=CC=2)C2C=CC=CC=2)(C2C=CC=CC=2)C2C=CC=CC=2)=CC=1>[Cl:19][C:20]1[CH:21]=[C:22]([C:2]2[S:17][C:5]3[N:6]([CH3:16])[C:7](=[O:15])[N:8]([CH2:11][CH2:12][CH2:13][OH:14])[C:9](=[O:10])[C:4]=3[C:3]=2[CH3:18])[CH:23]=[CH:24][C:25]=1[Cl:26] |f:2.3.4.5,^1:53,55,74,93|. Reported procedure: To a solution of 6-bromo-3-(3-hydroxypropyl)-1,5-dimethylthieno[2,3-d]pyrimidine-2,4(1H,3H)-dione (50 mg, 0.15 mmol) in dioxane (2 mL) was added 3,4-dichlorophenylboronic acid (57.3 mg, 0.3 mmol), Pd(PPh3)4 (17.3 mg, 0.015 mmol) and aq. 2M K3PO4 (0.4 mL). The reaction was heated at 85° C. for 1 h, cooled to RT then diluted with EA (20 mL). The organic layer was washed with brine (20 mL) and aq. NH4Cl (20 mL), dried with Na2SO4 and concentrated to a residue which was purified by Prep HPLC to give... Reactants: O=C(Cl)c1ccccc1, COC(=O)C1(F)CCCC1O, Cl, c1ccncc1. Product: COC(=O)C1(F)CCCC1OC(=O)c1ccccc1. Reaction SMILES: [C:1]([c:2]1[cH:3][cH:4][cH:5][cH:6][cH:7]1)(=[O:8])[Cl:9].[CH3:10][O:11][C:12](=[O:13])[C:14]1([F:20])[CH:15]([OH:19])[CH2:16][CH2:17][CH2:18]1.[ClH:21].[cH:22]1[cH:23][cH:24][n:25][cH:26][cH:27]1>>[C:1]([c:2]1[cH:3][cH:4][cH:5][cH:6][cH:7]1)(=[O:8])[O:19][CH:15]1[C:14]([C:12]([O:11][CH3:10])=[O:13])([F:20])[CH2:18][CH2:17][CH2:16]1. Reactants: C(C)(C)(C)OC(=O)NCCC1=C(C=CC=C1)OC (N-(t-Butyloxycarbonyl)-2-(2-methoxyphenyl)-ethylamine), [H-].[Al+3].[Li+].[H-].[H-].[H-] (lithium aluminum hydride), [H-].[Al+3].[Li+].[H-].[H-].[H-] (lithium aluminum hydride), [OH-].[K+] (potassium hydroxide). The solvent is O1CCCC1 (tetrahydrofuran). Reaction conditions: temperature 0 celsius, time 1 hour. Product: CNCCC1=C(C=CC=C1)OC (N-methyl-2-(2-methoxyphenyl)-ethylamine). Isolated yield 86.8%. Reaction SMILES: C(O[C:6]([NH:8][CH2:9][CH2:10][C:11]1[CH:16]=[CH:15][CH:14]=[CH:13][C:12]=1[O:17][CH3:18])=O)(C)(C)C.[H-].[Al+3].[Li+].[H-].[H-].[H-].[OH-].[K+]>O1CCCC1>[CH3:6][NH:8][CH2:9][CH2:10][C:11]1[CH:16]=[CH:15][CH:14]=[CH:13][C:12]=1[O:17][CH3:18] |f:1.2.3.4.5.6,7.8|. Procedure: To N-(t-Butyloxycarbonyl)-2-(2-methoxyphenyl)-ethylamine (182.7 mmol, 45.9 g) in dry tetrahydrofuran (200 mL) at 0° C. was added, in portions, lithium aluminum hydride (219.2 mmol, 8.3 g) under N2. After stirring at 0° C. for 1 hour, the ice-bath was removed and then the reaction heated to reflux for 24 hours, cooled to room temperature then to 0° C.; the excess lithium aluminum hydride was destroyed very carefully with 20% potassium hydroxide solution (1.3 equivalent). After removing the salt b...